This data is from the Open Reaction Database (ORD), a public repository of structured organic reaction records. The task is: describe an organic reaction: reactants, conditions, products, and yield As a reaction SMILES: [CH2:1]([N:8]([CH2:14][C:15]1[CH:16]=[C:17]([CH:25]=[CH:26][C:27]=1B1OC(C)(C)C(C)(C)O1)[C:18]([NH:20][C:21]([CH3:24])([CH3:23])[CH3:22])=[O:19])[C:9]([CH:11]1[CH2:13][CH2:12]1)=[O:10])[C:2]1[CH:7]=[CH:6][CH:5]=[CH:4][CH:3]=1.[CH2:37]([O:39][C:40](=[O:49])[CH2:41][C:42]1[CH:43]=[N:44][CH:45]=[C:46](Br)[CH:47]=1)[CH3:38]>>[CH2:37]([O:39][C:40](=[O:49])[CH2:41][C:42]1[CH:43]=[N:44][CH:45]=[C:46]([C:27]2[CH:26]=[CH:25][C:17]([C:18](=[O:19])[NH:20][C:21]([CH3:22])([CH3:23])[CH3:24])=[CH:16][C:15]=2[CH2:14][N:8]([CH2:1][C:2]2[CH:7]=[CH:6][CH:5]=[CH:4][CH:3]=2)[C:9]([CH:11]2[CH2:12][CH2:13]2)=[O:10])[CH:47]=1)[CH3:38]. Procedure: 3-[(N-benzyl-N-cyclopropanecarbonyl-amino)-methyl]-N-tert-butyl-4-(4,4,5,5-tetramethyl-[1,3,2]dioxaborolan-2-yl)-benzamide and (5-bromo-pyridin-3-yl)-acetic acid ethyl ester were reacted as described in Example 3, Step 6 to provide (5-{2-[(N-benzyl-N-cyclopropanecarbonyl-amino)-methyl]-4-tert-butylcarbamoyl-phenyl}-pyridin-3-yl)-acetic acid ethyl ester. The reactants are C(C1=CC=CC=C1)N(C(=O)C1CC1)CC=1C=C(C(=O)NC(C)(C)C)C=CC1B1OC(C(O1)(C)C)(C)C (3-[(N-benzyl-N-cyclopropanecarbonyl-amino)-methyl]-N-tert-butyl-4-(4,4,5,5-tetramethyl-[1,3,2]dioxaborolan-2-yl)-benzamide), C(C)OC(CC=1C=NC=C(C1)Br)=O ((5-bromo-pyridin-3-yl)-acetic acid ethyl ester). The product is C(C)OC(CC=1C=NC=C(C1)C1=C(C=C(C=C1)C(NC(C)(C)C)=O)CN(C(=O)C1CC1)CC1=CC=CC=C1)=O ((5-{2-[(N-benzyl-N-cyclopropanecarbonyl-amino)-methyl]-4-tert-butylcarbamoyl-phenyl}-pyridin-3-yl)-acetic acid ethyl ester).